This data is from the Open Reaction Database (ORD), a public repository of structured organic reaction records. The task is: describe an organic reaction: reactants, conditions, products, and yield Reactants: FC1=CC=C(C=C1)O (4-fluorophenol), C(=O)([O-])[O-].[K+].[K+] (K2CO3), COCCOCCN(CCOCCOC)CCOCCOC (tris[2-(2-methoxyethoxy)-ethyl]amine), CS(=O)(=O)C1=NC=C(C(=N1)C1=C(C=C(C=C1)Cl)Cl)C1=CC=C(C=C1)Cl (2-methylsulfonyl-4-(2,4-dichlorophenyl)-5-(4-chlorophenyl)pyrimidine), Example 3. Run in CC#N (CH3CN). Reaction conditions: temperature 70 celsius. The product is FC1=CC=C(C=C1)OC1=NC=C(C(=N1)C1=C(C=C(C=C1)Cl)Cl)C1=CC=C(C=C1)Cl (2-(4-Fluorophenyloxy)-4-(2,4-dichlorophenyl)-5-(4-chlorophenyl)pyrimidine). RXN SMILES: CS([C:5]1[N:10]=[C:9]([C:11]2[CH:16]=[CH:15][C:14]([Cl:17])=[CH:13][C:12]=2[Cl:18])[C:8]([C:19]2[CH:24]=[CH:23][C:22]([Cl:25])=[CH:21][CH:20]=2)=[CH:7][N:6]=1)(=O)=O.[F:26][C:27]1[CH:32]=[CH:31][C:30]([OH:33])=[CH:29][CH:28]=1.C([O-])([O-])=O.[K+].[K+].COCCOCCN(CCOCCOC)CCOCCOC>CC#N>[F:26][C:27]1[CH:32]=[CH:31][C:30]([O:33][C:5]2[N:10]=[C:9]([C:11]3[CH:16]=[CH:15][C:14]([Cl:17])=[CH:13][C:12]=3[Cl:18])[C:8]([C:19]3[CH:24]=[CH:23][C:22]([Cl:25])=[CH:21][CH:20]=3)=[CH:7][N:6]=2)=[CH:29][CH:28]=1 |f:2.3.4|. Procedure details: To a 5 mL round bottom flask fitted with a stirrer bar and septum was added 2 mL CH3CN and 2-methylsulfonyl-4-(2,4-dichlorophenyl)-5-(4-chlorophenyl)pyrimidine from from Reference Example 3 (100 mg, 0.24 mmol). Then 4-fluorophenol (10 eq., 269 mg, 2.4 mmol), K2CO3 (2 eq., 66.3 mg, 0.48 mmol) and a drop of tris[2-(2-methoxyethoxy)-ethyl]amine were added via syringe and the mixture heated at 70° C. for 2 h. By HPLC/MS, the starting material was converted to the desired product. The product was ext... Reactants: COC1=C(C(=O)O)C=CC(=N1)C(F)(F)F (2-methoxy-6-(trifluoromethyl)nicotinic acid), ClC(C(Cl)(Cl)Cl)(Cl)Cl (hexachloroethane), CC1(NC(CCC1)(C)C)C (2,2,6,6-tetramethylpiperidine), C(CCC)[Li] (n-butyllithium). Run in C1CCOC1 (THF), C1CCOC1 (THF), C1CCOC1 (THF), C(C)(=O)OCC (ethyl acetate), O (water). Reaction conditions: temperature -50 celsius, time 10 minute. The product is ClC1=CC(=NC(=C1C(=O)O)OC)C(F)(F)F (4-chloro-2-methoxy-6-(trifluoromethyl)nicotinic acid). Yield: 90.4%. Reaction SMILES: CC1(C)CCCC(C)(C)N1.C([Li])CCC.[CH3:16][O:17][C:18]1[N:26]=[C:25]([C:27]([F:30])([F:29])[F:28])[CH:24]=[CH:23][C:19]=1[C:20]([OH:22])=[O:21].[Cl:31]C(Cl)(Cl)C(Cl)(Cl)Cl>C1COCC1.C(OCC)(=O)C.O>[Cl:31][C:23]1[C:19]([C:20]([OH:22])=[O:21])=[C:18]([O:17][CH3:16])[N:26]=[C:25]([C:27]([F:30])([F:28])[F:29])[CH:24]=1. Reported procedure: A solution of LiTMP was formed by cooling a solution of 2,2,6,6-tetramethylpiperidine (862 mg, 6.1 mmol) in THF (5 mL) to −50° C. then adding a solution of n-butyllithium (2.4 mL of 2.5 M in hexanes, 6.1 mmol) dropwise and stirring the mixture for 10 minutes at −50° C. This solution was then cooled to −78 ° C. and a solution of 2-methoxy-6-(trifluoromethyl)nicotinic acid (300 mg, 1.35 mmol) in THF (5 mL) was added dropwise. This mixture was stirred at −78° C. for 2 hours then added via cannula t... Reactants: BrC=1C=C(C=C(C1)Br)/C=C/C(=O)OCC ((E)-Ethyl 3-(3,5-dibromophenyl)-acrylate), CC(C)C[AlH]CC(C)C (DIBAL-H). The product is BrC=1C=C(C=C(C1)Br)/C=C/CO ((E)-3-(3,5-dibromophenyl)-prop-2-en-1-ol). As a reaction SMILES: [Br:1][C:2]1[CH:3]=[C:4](/[CH:9]=[CH:10]/[C:11](OCC)=[O:12])[CH:5]=[C:6]([Br:8])[CH:7]=1.CC(C[AlH]CC(C)C)C>>[Br:1][C:2]1[CH:3]=[C:4](/[CH:9]=[CH:10]/[CH2:11][OH:12])[CH:5]=[C:6]([Br:8])[CH:7]=1. Procedure: (E)-Ethyl 3-(3,5-dibromophenyl)-acrylate (example109a) was reduced with DIBAL-H by a procedure analogous to that described in example 50b, to give the colourless solid (E)-3-(3,5-dibromophenyl)-prop-2-en-1-ol.